Dataset: the Open Reaction Database (ORD), a public repository of structured organic reaction records. Task: describe an organic reaction: reactants, conditions, products, and yield Starting materials: C([O-])(O)=O.[Na+] (sodium bicarbonate), C(C)N1C(C(N(CC1)C(=O)NC(C(=O)NC1C2SCC(=C(N2C1=O)C(=O)O)CO)C1=CC=C(C=C1)O)=O)=O (7-[2-(4-ethyl-2,3-dioxo-1-piperazinecarboxamido)-2-(p-hydroxyphenyl)acetamido]-3-(hydroxymethyl)-8-oxo-5-thia-1-azabicyclo[4.2.0]-oct-2-ene-2-carboxylic acid), O (water), 3-acetate, NN1C(=NN=C1N1N=CC=C1)S (4-amino-5-(1-pyrazolyl)-4H-1,2,4-triazole-3-thiol). Run in CC(=O)C (acetone), CC(=O)C (acetone). Run at time 5 hour. Yields the product C(C)N1C(C(N(CC1)C(=O)NC(C(=O)NC1[C@@H]2N(C(=C(CS2)CSC2=NN=C(N2N)N2N=CC=C2)C(=O)O)C1=O)C1=CC=C(C=C1)O)=O)=O (7-[2-(4-Ethyl-2,3-dioxo-1-piperazinecarboxamido)-2-(p-hydroxyphenyl)acetamido]-3-[4-amino-5-(1-pyrazolyl)-1,2,4-triazol-3-ylthiomethyl]-3-cephem-4-carboxylic acid). RXN SMILES: [CH2:1]([N:3]1[CH2:8][CH2:7][N:6]([C:9]([NH:11][CH:12]([C:30]2[CH:35]=[CH:34][C:33]([OH:36])=[CH:32][CH:31]=2)[C:13]([NH:15][CH:16]2[C:23](=[O:24])[N:22]3[CH:17]2[S:18][CH2:19][C:20]([CH2:28]O)=[C:21]3[C:25]([OH:27])=[O:26])=[O:14])=[O:10])[C:5](=[O:37])[C:4]1=[O:38])[CH3:2].[NH2:39][N:40]1[C:44]([N:45]2[CH:49]=[CH:48][CH:47]=[N:46]2)=[N:43][N:42]=[C:41]1[SH:50].O.C(=O)(O)[O-].[Na+]>CC(C)=O>[CH2:1]([N:3]1[CH2:8][CH2:7][N:6]([C:9]([NH:11][CH:12]([C:30]2[CH:31]=[CH:32][C:33]([OH:36])=[CH:34][CH:35]=2)[C:13]([NH:15][CH:16]2[C:23](=[O:24])[N:22]3[C:21]([C:25]([OH:27])=[O:26])=[C:20]([CH2:28][S:50][C:41]4[N:40]([NH2:39])[C:44]([N:45]5[CH:49]=[CH:48][CH:47]=[N:46]5)=[N:43][N:42]=4)[CH2:19][S:18][C@H:17]23)=[O:14])=[O:10])[C:5](=[O:37])[C:4]1=[O:38])[CH3:2] |f:3.4|. Procedure details: A suspension of 294.78 mg. of 7-[2-(4-ethyl-2,3-dioxo-1-piperazinecarboxamido)-2-(p-hydroxyphenyl)acetamido]-3-(hydroxymethyl)-8-oxo-5-thia-1-azabicyclo[4.2.0]-oct-2-ene-2-carboxylic acid, 3-acetate and 136.6 mg. of 4-amino-5-(1-pyrazolyl)-4H-1,2,4-triazole-3-thiol in 10 ml. of water is adjusted to pH 6.5 with an aqueous solution of sodium bicarbonate. A 5 ml. portion of acetone is added producing solution. This solution is stirred at 60°-63° C. for 5 hours, then stripped free of acetone under r...